From a dataset of the Open Reaction Database (ORD), a public repository of structured organic reaction records. describe an organic reaction: reactants, conditions, products, and yield Starting materials: Cuprous cyanide, [I-].[Na+] (sodium iodide), C(C)#N (acetonitrile), BrC1=C(C(=O)Cl)C=CC=C1 (o-bromo benzoyl chloride). Reaction conditions: time 30 minute. Yields the product BrC1=C(C(=O)C#N)C=CC=C1 (o-bromo benzoyl cyanide). The yield is 50.0%. Reaction SMILES: [I-].[Na+].[Br:3][C:4]1[CH:12]=[CH:11][CH:10]=[CH:9][C:5]=1[C:6](Cl)=[O:7].[C:13](#[N:15])C>>[Br:3][C:4]1[CH:12]=[CH:11][CH:10]=[CH:9][C:5]=1[C:6]([C:13]#[N:15])=[O:7] |f:0.1|. Reported procedure: The reaction was carried out under Argon. Cuprous cyanide (6.52 g, 72.8 mmol) and anhydrous sodium iodide (20.25 g, 135 mmol) were stirred for 2 minutes in anhydrous acetonitrile (100 ml). The resulting solution was mixed with o-bromo benzoyl chloride (15.0 g, 68 mmol) whereupon an orange precipitate formed. The mixture was stirred for 30 minutes at room temperature, filtered and concentrated in vacuo. The residue was taken up in dichloromethane and the resulting precipitate was filtered off. Co... Yields the product OC1(CCN(CCC1)C(=O)OCC1=CC=CC=C1)C(F)(F)F (benzyl 4-hydroxy-4-(trifluoromethyl)azepane-1-carboxylate). Isolated yield 57.7%. The reagents and catalysts are [F-].[Cs+] (caesium fluoride). Reaction SMILES: [O:1]=[C:2]1[CH2:8][CH2:7][CH2:6][N:5]([C:9]([O:11][CH2:12][C:13]2[CH:18]=[CH:17][CH:16]=[CH:15][CH:14]=2)=[O:10])[CH2:4][CH2:3]1.[F:19][C:20]([Si](C)(C)C)([F:22])[F:21]>[F-].[Cs+]>[OH:1][C:2]1([C:20]([F:22])([F:21])[F:19])[CH2:8][CH2:7][CH2:6][N:5]([C:9]([O:11][CH2:12][C:13]2[CH:14]=[CH:15][CH:16]=[CH:17][CH:18]=2)=[O:10])[CH2:4][CH2:3]1 |f:2.3|. Procedure: To a solution of benzyl 4-oxoazepane-1-carboxylate (2.0 g, 8.08 mmol) in trifluoromethyltrimethylsilane (1.42 mL, 9.70 mmol) was added caesium fluoride (70.4 mg, 0.40 mmol). The reaction mixture was stirred at room temperature until complete consumption of trifluoromethyltrimethylsilane was observed by 19F NMR and quenched with a 1 M HCl solution (50 mL). The mixture was extracted with EtOAc (3×50 mL) and the combined organic layers were washed with brine (50 mL), separated, dried over MgSO4 and... The reactants are O=C1CCN(CCC1)C(=O)OCC1=CC=CC=C1 (benzyl 4-oxoazepane-1-carboxylate), FC(F)(F)[Si](C)(C)C (trifluoromethyltrimethylsilane), FC(F)(F)[Si](C)(C)C (trifluoromethyltrimethylsilane). Reactants: C([O-])([O-])=O.[K+].[K+] (Potassium carbonate), BrC=1C(=C(C(=O)O)C=CC1)C (3-bromo-2-methyl-benzoic acid), IC (iodomethane). Run in CC(=O)C (acetone). Run at time 15 minute. The product is COC(C1=C(C(=CC=C1)Br)C)=O (3-Bromo-2-methyl-benzoic acid methyl ester). As a reaction SMILES: [C:1](=O)([O-])[O-].[K+].[K+].[Br:7][C:8]1[C:9]([CH3:17])=[C:10]([CH:14]=[CH:15][CH:16]=1)[C:11]([OH:13])=[O:12].IC>CC(C)=O>[CH3:1][O:12][C:11](=[O:13])[C:10]1[CH:14]=[CH:15][CH:16]=[C:8]([Br:7])[C:9]=1[CH3:17] |f:0.1.2|. Procedure: Potassium carbonate (5.46 g, 39.53 mmol) is added to a solution of 3-bromo-2-methyl-benzoic acid (5 g, 23.25 mmol) in acetone (50 mL). The suspension is stirred for 15 minutes at room temperature, then iodomethane (1.74 mL, 27.90 mmol) is added and the mixture is heated to 70° C. for 2.5 hours. The reaction mixture is filtered and evaporated to dryness. The crude product is purified by chromatography on a 50 g Isolute Flash Si II column, eluting with ethyl acetate/cyclohexane (5:95) to yield the... Starting materials: ClC1=CC=C(C=C1)C=1N=C(OC1)CCC(=O)O (4-(4-chlorophenyl)-2-oxazolepropionic acid), C1(=CC=CC=C1)C(=[N+]=[N-])C1=CC=CC=C1 (diphenyldiazomethane), C(C)(=O)O (acetic acid). Solvent: ClCCl (dichloromethane). Reaction conditions: time 4 hour. Yields the product ClC1=CC=C(C=C1)C=1N=C(OC1)CCC(=O)OC(C1=CC=CC=C1)C1=CC=CC=C1 (diphenylmethyl 4-(4-chlorophenyl)-2-oxazolepropionate). The yield is 91.4%. RXN SMILES: [Cl:1][C:2]1[CH:7]=[CH:6][C:5]([C:8]2[N:9]=[C:10]([CH2:13][CH2:14][C:15]([OH:17])=[O:16])[O:11][CH:12]=2)=[CH:4][CH:3]=1.[C:18]1([C:24]([C:27]2[CH:32]=[CH:31][CH:30]=[CH:29][CH:28]=2)=[N+]=[N-])[CH:23]=[CH:22][CH:21]=[CH:20][CH:19]=1.C(O)(=O)C>ClCCl>[Cl:1][C:2]1[CH:3]=[CH:4][C:5]([C:8]2[N:9]=[C:10]([CH2:13][CH2:14][C:15]([O:17][CH:24]([C:18]3[CH:23]=[CH:22][CH:21]=[CH:20][CH:19]=3)[C:27]3[CH:32]=[CH:31][CH:30]=[CH:29][CH:28]=3)=[O:16])[O:11][CH:12]=2)=[CH:6][CH:7]=1. Procedure details: To a solution of 4-(4-chlorophenyl)-2-oxazolepropionic acid (0.5 g) in dichloromethane (20 ml) was added diphenyldiazomethane (0.425 g). After stirring for 4 hours at room temperature, acetic acid (0.5 ml) was added to the mixture. The reaction mixture was washed with a saturated sodium hydrogen carbonate aqueous solution and water, and then dried over MgSO4. The solvent was distilled off and then the oily residue was subjected to a silica gel column chromatography. Crystals of diphenylmethyl 4-... Reactants: CC(C)(C)OC(=O)N1Cc2cc3c(cc2CC1C(=O)O)OCC(c1ccc(OCc2ccc(Cl)c(Cl)c2)cc1)O3, COC(=O)C(N)Cc1ccc(-c2ccc(C#N)cc2)cc1, Cl. Yields the product COC(=O)C(Cc1ccc(-c2ccc(C#N)cc2)cc1)NC(=O)C1Cc2cc3c(cc2CN1C(=O)OC(C)(C)C)OC(c1ccc(OCc2ccc(Cl)c(Cl)c2)cc1)CO3. RXN SMILES: [C:1]([CH3:2])([CH3:3])([CH3:4])[O:5][C:6](=[O:7])[N:8]1[CH2:9][c:10]2[cH:11][c:12]3[c:13]([cH:14][c:15]2[CH2:16][CH:17]1[C:18](=[O:19])[OH:20])[O:21][CH2:22][CH:23]([c:25]1[cH:26][cH:27][c:28]([O:31][CH2:32][c:33]2[cH:34][c:35]([Cl:40])[c:36]([Cl:39])[cH:37][cH:38]2)[cH:29][cH:30]1)[O:24]3.[CH3:42][O:43][C:44]([CH:45]([CH2:46][c:47]1[cH:48][cH:49][c:50](-[c:53]2[cH:54][cH:55][c:56]([C:59]#[N:60])[cH:57][cH:58]2)[cH:51][cH:52]1)[NH2:61])=[O:62].[ClH:41]>>[C:1]([CH3:2])([CH3:3])([CH3:4])[O:5][C:6](=[O:7])[N:8]1[CH2:9][c:10]2[cH:11][c:12]3[c:13]([cH:14][c:15]2[CH2:16][CH:17]1[C:18](=[O:20])[NH:61][CH:45]([C:44]([O:43][CH3:42])=[O:62])[CH2:46][c:47]1[cH:48][cH:49][c:50](-[c:53]2[cH:54][cH:55][c:56]([C:59]#[N:60])[cH:57][cH:58]2)[cH:51][cH:52]1)[O:21][CH2:22][CH:23]([c:25]1[cH:26][cH:27][c:28]([O:31][CH2:32][c:33]2[cH:34][c:35]([Cl:40])[c:36]([Cl:39])[cH:37][cH:38]2)[cH:29][cH:30]1)[O:24]3. Reactants: CCCBr, O=C([O-])[O-], CN(C)C=O, [K+], [K+], CC(C)(C)OC(=O)NCc1ccc(-c2cccc(O)c2)cc1. The product is CCCOc1cccc(-c2ccc(CNC(=O)OC(C)(C)C)cc2)c1. Reaction SMILES: [Br:29][CH2:30][CH2:31][CH3:32].[C:23](=[O:24])([O-:25])[O-:26].[CH3:33][N:34]([CH3:35])[CH:36]=[O:37].[K+:27].[K+:28].[OH:1][c:2]1[cH:3][c:4](-[c:8]2[cH:9][cH:10][c:11]([CH2:14][NH:15][C:16]([O:17][C:18]([CH3:19])([CH3:20])[CH3:21])=[O:22])[cH:12][cH:13]2)[cH:5][cH:6][cH:7]1>>[O:1]([c:2]1[cH:3][c:4](-[c:8]2[cH:9][cH:10][c:11]([CH2:14][NH:15][C:16]([O:17][C:18]([CH3:19])([CH3:20])[CH3:21])=[O:22])[cH:12][cH:13]2)[cH:5][cH:6][cH:7]1)[CH2:30][CH2:31][CH3:32]. Starting materials: NC=1C=CC(=C(C1)O)C (5-amino-2-methylphenol), C(O)([O-])=O.[Na+] (sodium hydrogen carbonate), C(#N)C(C)(C)C=1C=C(C(=O)Cl)C=CC1 (3-(1-cyano-1-methylethyl)benzoyl chloride). The solvent is O1CCCC1 (tetrahydrofuran), O1CCCC1 (tetrahydrofuran). Yields the product C(#N)C(C)(C)C=1C=C(C(=O)NC2=CC(=C(C=C2)C)O)C=CC1 (3-(1-cyano-1-methylethyl)-N-(3-hydroxy-4-methylphenyl)benzamide). The yield is 94.0%. As a reaction SMILES: [NH2:1][C:2]1[CH:3]=[CH:4][C:5]([CH3:9])=[C:6]([OH:8])[CH:7]=1.C(=O)([O-])O.[Na+].[C:15]([C:17]([C:20]1[CH:21]=[C:22]([CH:26]=[CH:27][CH:28]=1)[C:23](Cl)=[O:24])([CH3:19])[CH3:18])#[N:16]>O1CCCC1>[C:15]([C:17]([C:20]1[CH:21]=[C:22]([CH:26]=[CH:27][CH:28]=1)[C:23]([NH:1][C:2]1[CH:3]=[CH:4][C:5]([CH3:9])=[C:6]([OH:8])[CH:7]=1)=[O:24])([CH3:19])[CH3:18])#[N:16] |f:1.2|. Procedure: To a solution of 3-(1-cyano-1-methylethyl)benzoic acid (5.00 g, 26.4 mmol) in tetrahydrofuran (50 mL) were added N,N-dimethylformamide (40 μL) and oxalyl chloride (3.20 mL, 36.5 mmol), and the mixture was stirred at room temperature for 1.5 hr. The reaction mixture was concentrated under reduced pressure to give 3-(1-cyano-1-methylethyl)benzoyl chloride. To a solution of 5-amino-2-methylphenol (3.00 g, 24.3 mmol) in tetrahydrofuran (20 mL) was added an aqueous suspension (30 mL) of sodium hydrog... Starting materials: C(CCCCCCCCC)N=C=O (decyl isocyanate), C(C1=CC=CC=C1)ON (benzyloxyamine). Run in ClCCCl (1,2-dichloroethane), C(Cl)Cl (methylene chloride). Yields the product C(C1=CC=CC=C1)ONC(=O)NCCCCCCCCCC (N-benzyloxy-N'-decylurea). Yield: 66.3%. As a reaction SMILES: [CH2:1]([N:11]=[C:12]=[O:13])[CH2:2][CH2:3][CH2:4][CH2:5][CH2:6][CH2:7][CH2:8][CH2:9][CH3:10].[CH2:14]([O:21][NH2:22])[C:15]1[CH:20]=[CH:19][CH:18]=[CH:17][CH:16]=1>ClCCCl.C(Cl)Cl>[CH2:14]([O:21][NH:22][C:12]([NH:11][CH2:1][CH2:2][CH2:3][CH2:4][CH2:5][CH2:6][CH2:7][CH2:8][CH2:9][CH3:10])=[O:13])[C:15]1[CH:20]=[CH:19][CH:18]=[CH:17][CH:16]=1. Procedure: To a solution of decyl isocyanate (19.6 g, 0.11 mol) in 1,2-dichloroethane (100 ml) was added a solution of benzyloxyamine (0.114 mol) in methylene chloride (100 ml). The solution was refluxed for 20 minutes, evaporated, and the residue triturated with pentane to give N-benzyloxy-N'-decylurea as a white solid (22.36 g, 67% yield). This urea (2.95 g, 10 mmol) was dissolved in DMF (30 ml) at 40° C. Sodium hydride (425 mg of a 60% dispersion in oil) was added. Within 15 minutes, a precipitate forme... Reactants: Cl (hydrochloric acid), [Cl-].BrC=1C(=C(C=C(C1)OC)C[P+](C1=CC=CC=C1)(C1=CC=CC=C1)C1=CC=CC=C1)OC(=O)C1CCN(CC1)C(=O)OCC ([(3-bromo-2-[(1-ethoxycarbonylpiperid-4-yl)carbonyloxy]-5-methoxy-phenyl)methyl]-triphenyl-phosphonium chloride), C([O-])([O-])=O.[K+].[K+] (potassium carbonate), O (water). Solvent: C(C)#N (acetonitrile). Reaction conditions: time 2 hour. Yields the product BrC1=CC(=CC=2C=C(OC21)C2CCN(CC2)C(=O)OCC)OC (4-(7-bromo-5-methoxy-benzofuran-2-yl)-1-ethoxycarbonyl-piperidine). Isolated yield 90.0%. RXN SMILES: [Cl-].[Br:2][C:3]1[C:4]([O:31][C:32]([CH:34]2[CH2:39][CH2:38][N:37]([C:40]([O:42][CH2:43][CH3:44])=[O:41])[CH2:36][CH2:35]2)=O)=[C:5]([CH2:11][P+](C2C=CC=CC=2)(C2C=CC=CC=2)C2C=CC=CC=2)[CH:6]=[C:7]([O:9][CH3:10])[CH:8]=1.C(=O)([O-])[O-].[K+].[K+].O.Cl>C(#N)C>[Br:2][C:3]1[C:4]2[O:31][C:32]([CH:34]3[CH2:35][CH2:36][N:37]([C:40]([O:42][CH2:43][CH3:44])=[O:41])[CH2:38][CH2:39]3)=[CH:11][C:5]=2[CH:6]=[C:7]([O:9][CH3:10])[CH:8]=1 |f:0.1,2.3.4|. Reported procedure: In the course of 30 minutes, at 25° to 30°, with the exclusion of air, 50 g of [(3-bromo-2-[(1-ethoxycarbonylpiperid-4-yl)carbonyloxy]-5-methoxy-phenyl)methyl]-triphenyl-phosphonium chloride are introduced into a suspension of 20 g of ground potassium carbonate (anhydrous) in 100 ml of acetonitrile. The mixture is stirred for 2 hours at room temperature, then 80 ml of water are added thereto, and the mixture is acidified to pH 1.0 with concentrated hydrochloric acid. The organic phase is separat... Reactants: BrN1C(CCC1=O)=O (N-Bromosuccinimide), COC=1C=C(C#N)C=CC1C (3-methoxy-4-methylbenzonitrile). Reagents/catalysts: C(C1=CC=CC=C1)(=O)OOC(C1=CC=CC=C1)=O (benzoyl peroxide), [W] (tungsten). Solvent: C(Cl)(Cl)(Cl)Cl (carbon tetrachloride), CCOCC (ether). Product: BrCC1=C(C=C(C#N)C=C1)OC (4-bromomethyl-3-methoxybenzonitrile). Isolated yield 65.0%. RXN SMILES: [Br:1]N1C(=O)CCC1=O.[CH3:9][O:10][C:11]1[CH:12]=[C:13]([CH:16]=[CH:17][C:18]=1[CH3:19])[C:14]#[N:15]>C(Cl)(Cl)(Cl)Cl.CCOCC.[W].C(OOC(=O)C1C=CC=CC=1)(=O)C1C=CC=CC=1>[Br:1][CH2:19][C:18]1[CH:17]=[CH:16][C:13]([C:14]#[N:15])=[CH:12][C:11]=1[O:10][CH3:9]. Procedure: N-Bromosuccinimide (3.2 g.) and benzoyl peroxide (0.005 g.) were added to a solution of 3-methoxy-4-methylbenzonitrile (2.65 g.) in dry carbon tetrachloride (90 ml.). The mixture was heated to reflux for 15 minutes using a 250 watt tungsten lamp. The cooled reaction mixture was diluted with petrolum ether (b.p. 60°-80° C., 90 ml.), insoluble material removed by filtration, and the filtrate evaporated. The solid residue was recrystallized from a mixture of dichloromethane and petroleum ether to g...